Dataset: the Open Reaction Database (ORD), a public repository of structured organic reaction records. Task: describe an organic reaction: reactants, conditions, products, and yield Reactants: ClN1C(CCC1=O)=O (N-Chlorosuccinimide), ClCCl (dichloromethane), C(C)N1C(=NC(=CC1=O)C(F)(F)F)NC1=C(C(=C(C(=C1F)F)F)F)F (3-ethyl-2-(2,3,4,5,6-pentafluorophenyl)amino-6-trifluoromethyl-4(3H)-pyrimidinone), [Cl-].[NH4+] (ammonium chloride). Run in CCOCC (ether). Run at time 24 hour. The product is ClC=1C(N(C(=NC1C(F)(F)F)NC1=C(C(=C(C(=C1F)F)F)F)F)CC)=O (5-chloro-3-ethyl-2-(2,3,4,5,6-pentafluorophenyl) amino-6-trifluoromethyl-4 (3H)-pyrimidinone). As a reaction SMILES: ClN1C(=O)CCC1=O.Cl[CH2:10][Cl:11].[CH2:12]([N:14]1[C:19](=[O:20])C=[C:17]([C:21]([F:24])([F:23])[F:22])[N:16]=[C:15]1[NH:25][C:26]1[C:31]([F:32])=[C:30]([F:33])[C:29]([F:34])=[C:28]([F:35])[C:27]=1[F:36])[CH3:13].[Cl-].[NH4+]>CCOCC>[Cl:11][C:10]1[C:19](=[O:20])[N:14]([CH2:12][CH3:13])[C:15]([NH:25][C:26]2[C:27]([F:36])=[C:28]([F:35])[C:29]([F:34])=[C:30]([F:33])[C:31]=2[F:32])=[N:16][C:17]=1[C:21]([F:22])([F:24])[F:23] |f:3.4|. Reported procedure: N-Chlorosuccinimide (0.61 g, 5.15 mmol) was added at room temperature to dichloromethane (15 ml) solution of 3-ethyl-2-(2,3,4,5,6-pentafluorophenyl)amino-6-trifluoromethyl-4(3H)-pyrimidinone (1.28 g, 3.42 mmol), followed by stirring at the same temperature for 24 hours. After completion of the reaction, ether (20 ml) and saturated ammonium chloride aqueous solution (10 ml) were added to the reaction solution to separate the organic layer, and the aqueous layer was extracted with ether (10 ml×2)....